From a dataset of the Open Reaction Database (ORD), a public repository of structured organic reaction records. describe an organic reaction: reactants, conditions, products, and yield Reactants: O=C1CCC(=O)N1Br, ClC(Cl)(Cl)Cl, CC(C)c1ccc(C(=O)CCCCl)cc1, CC(C)(C#N)N=NC(C)(C)C#N. Yields the product CC(C)(Br)c1ccc(C(=O)CCCCl)cc1. Reaction SMILES: [Br:16][N:17]1[C:18](=[O:19])[CH2:20][CH2:21][C:22]1=[O:23].[C:36]([Cl:37])([Cl:38])([Cl:39])[Cl:40].[Cl:1][CH2:2][CH2:3][CH2:4][C:5](=[O:6])[c:7]1[cH:8][cH:9][c:10]([CH:13]([CH3:14])[CH3:15])[cH:11][cH:12]1.[N:24]#[C:25][C:26]([N:27]=[N:28][C:29]([C:30]#[N:31])([CH3:32])[CH3:33])([CH3:34])[CH3:35]>>[Cl:1][CH2:2][CH2:3][CH2:4][C:5](=[O:6])[c:7]1[cH:8][cH:9][c:10]([C:13]([CH3:14])([CH3:15])[Br:16])[cH:11][cH:12]1. RXN SMILES: [Br:1][c:2]1[c:3]([OH:8])[cH:4][cH:5][cH:6][cH:7]1.[Br:9][CH2:10][CH:11]([CH2:12][Cl:13])[CH3:14]>>[Br:1][c:2]1[c:3]([O:8][CH2:10][CH:11]([CH2:12][Cl:13])[CH3:14])[cH:4][cH:5][cH:6][cH:7]1. The product is CC(CCl)COc1ccccc1Br. Reactants: Oc1ccccc1Br, CC(CCl)CBr. The reactants are 2A, COC1=CC=C(CN2C(C(C3=C4C(=CC=C23)N=CS4)=O)=O)C=C1 (6-(4-methoxybenzyl)-6H-[1,3]thiazolo[5,4-e]indole-7,8-dione), FC(C1=CC=C(O1)CN1C(C(C2=CC=CC=C12)=O)=O)(F)F (1-((5-(trifluoromethyl)furan-2-yl)methyl)indoline-2,3-dione), O1C2=C(OCC1)C=C(C=C2)O (2,3-dihydrobenzo[b][1,4]dioxin-6-ol), BrC=1C=C(C=CC1)O (3-bromophenol). Yields the product OC1(C(N(C2=CC=C3C(=C12)SC=N3)CC3=CC=C(C=C3)OC)=O)C3=CC1=C(OCCO1)C=C3O (8-hydroxy-8-(7-hydroxy-2,3-dihydro-1,4-benzodioxin-6-yl)-6-(4-methoxybenzyl)-6,8-dihydro-7H-[1,3]thiazolo[5,4-e]indol-7-one). Reaction SMILES: [O:1]1[CH2:6][CH2:5][O:4][C:3]2[CH:7]=[C:8]([OH:11])[CH:9]=[CH:10][C:2]1=2.BrC1C=C(O)C=CC=1.[CH3:20][O:21][C:22]1[CH:42]=[CH:41][C:25]([CH2:26][N:27]2[C:35]3[C:30](=[C:31]4[S:38][CH:37]=[N:36][C:32]4=[CH:33][CH:34]=3)[C:29](=[O:39])[C:28]2=[O:40])=[CH:24][CH:23]=1.FC(F)(F)C1OC(CN2C3C(=CC=CC=3)C(=O)C2=O)=CC=1>>[OH:39][C:29]1([C:9]2[C:8]([OH:11])=[CH:7][C:3]3[O:4][CH2:5][CH2:6][O:1][C:2]=3[CH:10]=2)[C:30]2[C:35](=[CH:34][CH:33]=[C:32]3[N:36]=[CH:37][S:38][C:31]3=2)[N:27]([CH2:26][C:25]2[CH:41]=[CH:42][C:22]([O:21][CH3:20])=[CH:23][CH:24]=2)[C:28]1=[O:40]. Reported procedure: Following the procedure as described in PREPARATION 2A and making non-critical variations using 2,3-dihydrobenzo[b][1,4]dioxin-6-ol to replace 3-bromophenol, and 6-(4-methoxybenzyl)-6H-[1,3]thiazolo[5,4-e]indole-7,8-dione to replace 1-((5-(trifluoromethyl)furan-2-yl)methyl)indoline-2,3-dione, 8-hydroxy-8-(7-hydroxy-2,3-dihydro-1,4-benzodioxin-6-yl)-6-(4-methoxybenzyl)-6,8-dihydro-7H-[1,3]thiazolo[5,4-e]indol-7-one was obtained (39%) as a colorless solid: MS (ES+) m/z 477.1 (M+1). Starting materials: C1(=CC=CC=C1)[Mg]Br (PhMgBr), [Mg] (magnesium), BrC1=CC=CC=C1 (bromobenzene), BrC1=C2CCC(C2=CC=C1)=O (4-bromoindan-1-one), Cl (HCl), white crystalline solid. The solvent is C1CCOC1 (THF), C1CCOC1 (THF), CCOCC (ether), O (water). Conditions: temperature -10 celsius. Yields the product BrC=1C=CC=C2C(=CCC12)C1=CC=CC=C1 (7-Bromo-3-phenyl-1H-indene). As a reaction SMILES: C1([Mg]Br)C=CC=CC=1.[Mg].[Br:10][C:11]1[CH:16]=[CH:15][CH:14]=[CH:13][CH:12]=1.Br[C:18]1[CH:26]=[CH:25][CH:24]=[C:23]2[C:19]=1[CH2:20][CH2:21][C:22]2=O.Cl>C1COCC1.O.CCOCC>[Br:10][C:11]1[CH:16]=[CH:15][CH:14]=[C:13]2[C:12]=1[CH2:22][CH:21]=[C:20]2[C:19]1[CH:23]=[CH:24][CH:25]=[CH:26][CH:18]=1. Procedure: Under an argon atmosphere, to a solution of PhMgBr in THF [obtained from 7.60 g (0.312 mol) of magnesium turnings, 50.0 g (0.318 mmol) of bromobenzene, and 200 ml of THF], a solution of 43.9 g (0.208 mol) of 4-bromoindan-1-one in 400 ml of THF was added dropwise with vigorous stirring at −10° C. This mixture was stirred overnight at room temperature; and, then, 300 ml of ether was added. The resulting mixture was cooled to 0° C., and 200 ml of cold water and then 200 ml of 12 M HCl were added. T... Starting materials: BrC=1C(=CC(=NC1)NC(=O)NCCC)C(N)=S (5-bromo-2-(3-propylureido)pyridine-4-carbothioamide), BrC=1C(=CC(=NC1)NC(=O)NCCC)C(N)=S (5-bromo-2-(3-propylureido)pyridine-4-carbothioamide), BrCC(C(F)(F)F)=O (3-bromo-1,1,1-trifluoroacetone). Solvent: C(C)#N (acetonitrile). Reaction conditions: temperature 80 celsius. Product: BrC=1C(=CC(=NC1)NC(=O)NCCC)C=1SCC(N1)(C(F)(F)F)O (1-(5-bromo-4-(4-hydroxy-4-(trifluoromethyl)-4,5-dihydrothiazol-2-yl)pyridin-2-yl)-3-propylurea). RXN SMILES: [Br:1][C:2]1[C:3]([C:15](=[S:17])[NH2:16])=[CH:4][C:5]([NH:8][C:9]([NH:11][CH2:12][CH2:13][CH3:14])=[O:10])=[N:6][CH:7]=1.Br[CH2:19][C:20](=[O:25])[C:21]([F:24])([F:23])[F:22]>C(#N)C>[Br:1][C:2]1[C:3]([C:15]2[S:17][CH2:19][C:20]([OH:25])([C:21]([F:24])([F:23])[F:22])[N:16]=2)=[CH:4][C:5]([NH:8][C:9]([NH:11][CH2:12][CH2:13][CH3:14])=[O:10])=[N:6][CH:7]=1. Procedure: A suspension of 5-bromo-2-(3-propylureido)pyridine-4-carbothioamide (Intermediate 44, 100 g, 315 mmol), 3-bromo-1,1,1-trifluoroacetone (64 mL, 630 mmol) in acetonitrile (1.5 L) was heated at 80° C. for 20 hours. The solution was then cooled down and was concentrated under reduced pressure. This gave an orange oil that was carried on without further purification. Starting materials: C1CCOC1, COc1cccc(C=O)c1C, [Li]CCCC, CC(C)NC(C)C, O=C1CCCCC1. The product is COc1cccc(C(O)C2CCCCC2=O)c1C. RXN SMILES: [CH2:31]1[O:32][CH2:33][CH2:34][CH2:35]1.[CH3:20][O:21][c:22]1[c:23]([CH3:30])[c:24]([CH:25]=[O:26])[cH:27][cH:28][cH:29]1.[CH3:8][CH2:9][CH2:10][CH2:11][Li:12].[CH:1]([NH:2][CH:3]([CH3:4])[CH3:5])([CH3:6])[CH3:7].[O:13]=[C:14]1[CH2:15][CH2:16][CH2:17][CH2:18][CH2:19]1>>[O:13]=[C:14]1[CH:15]([CH:25]([c:24]2[c:23]([CH3:30])[c:22]([O:21][CH3:20])[cH:29][cH:28][cH:27]2)[OH:26])[CH2:16][CH2:17][CH2:18][CH2:19]1. Starting materials: BrCCC(=O)OCC (ethyl 3-bromopropionate), O (water), [H-].[Na+] (sodium hydride), C(C1=CC=CC=C1)O (benzyl alcohol). Solvent: [OH-].[Na+] (NaOH), CO (methanol), C1(=CC=CC=C1)C (toluene), C(C)(=O)OCC (ethyl acetate). Reaction conditions: time 1 hour. Yields the product C(C1=CC=CC=C1)OCCC(=O)O (3-Benzyloxy-propionic acid). The yield is 34.2%. As a reaction SMILES: [H-].[Na+].[CH2:3]([OH:10])[C:4]1[CH:9]=[CH:8][CH:7]=[CH:6][CH:5]=1.Br[CH2:12][CH2:13][C:14]([O:16]CC)=[O:15].O>C1(C)C=CC=CC=1.C(OCC)(=O)C.CO.[OH-].[Na+]>[CH2:3]([O:10][CH2:12][CH2:13][C:14]([OH:16])=[O:15])[C:4]1[CH:9]=[CH:8][CH:7]=[CH:6][CH:5]=1 |f:0.1,8.9|. Procedure details: In small portions, add sodium hydride (2.22 g, 60% dispersion in mineral oil, 55.4 mmol) to a cold (0° C.) solution of benzyl alcohol (4.0 g, 37 mmol) in toluene (100 mL). Add ethyl 3-bromopropionate (8.0 g, 44 mmol) dropwise to the mixture, allow the resulting solution to warm to room temperature and stir for 1 hour. Quench the reaction with the addition of water until all bubbling ceases. Dilute the mixture with ethyl acetate (100 mL) and extract with water (100 mL) and brine (100 mL). Dry the...